describe an organic reaction: reactants, conditions, products, and yield From a dataset of the Open Reaction Database (ORD), a public repository of structured organic reaction records. Reactants: CCOC(=O)CCCBr, O=C([O-])[O-], CCC(C)=O, O=C(Cc1ccc2c(c1)OC(c1ccc(Cl)cc1)(c1ccc(Cl)cc1)O2)c1c[nH]c2ccccc12, [K+], [K+]. Yields the product CCOC(=O)CCCn1cc(C(=O)Cc2ccc3c(c2)OC(c2ccc(Cl)cc2)(c2ccc(Cl)cc2)O3)c2ccccc21. Reaction SMILES: [Br:42][CH2:43][CH2:44][CH2:45][C:46](=[O:47])[O:48][CH2:49][CH3:50].[C:36](=[O:37])([O-:38])[O-:39].[CH3:51][C:52](=[O:53])[CH2:54][CH3:55].[Cl:1][c:2]1[cH:3][cH:4][c:5]([C:8]2([c:29]3[cH:30][cH:31][c:32]([Cl:35])[cH:33][cH:34]3)[O:9][c:10]3[c:11]([cH:13][cH:14][c:15]([CH2:17][C:18](=[O:19])[c:20]4[cH:21][nH:22][c:23]5[cH:24][cH:25][cH:26][cH:27][c:28]45)[cH:16]3)[O:12]2)[cH:6][cH:7]1.[K+:40].[K+:41]>>[Cl:1][c:2]1[cH:3][cH:4][c:5]([C:8]2([c:29]3[cH:30][cH:31][c:32]([Cl:35])[cH:33][cH:34]3)[O:9][c:10]3[c:11]([cH:13][cH:14][c:15]([CH2:17][C:18](=[O:19])[c:20]4[cH:21][n:22]([CH2:43][CH2:44][CH2:45][C:46](=[O:47])[O:48][CH2:49][CH3:50])[c:23]5[cH:24][cH:25][cH:26][cH:27][c:28]45)[cH:16]3)[O:12]2)[cH:6][cH:7]1. The reactants are COC(=O)Cl, CCN(C(C)C)C(C)C, ClCCl, COC(=O)C1CCNC(Cc2ccc(OC(F)(F)F)cc2)C1. Product: COC(=O)C1CCN(C(=O)OC)C(Cc2ccc(OC(F)(F)F)cc2)C1. Reaction SMILES: [C:32]([O:33][CH3:34])(=[O:35])[Cl:36].[CH:23]([N:24]([CH2:25][CH3:26])[CH:27]([CH3:28])[CH3:29])([CH3:30])[CH3:31].[Cl:37][CH2:38][Cl:39].[F:1][C:2]([O:3][c:4]1[cH:5][cH:6][c:7]([CH2:8][CH:9]2[NH:10][CH2:11][CH2:12][CH:13]([C:15](=[O:16])[O:17][CH3:18])[CH2:14]2)[cH:19][cH:20]1)([F:21])[F:22]>>[F:1][C:2]([O:3][c:4]1[cH:5][cH:6][c:7]([CH2:8][CH:9]2[N:10]([C:32]([O:33][CH3:34])=[O:35])[CH2:11][CH2:12][CH:13]([C:15](=[O:16])[O:17][CH3:18])[CH2:14]2)[cH:19][cH:20]1)([F:21])[F:22]. The reactants are C(OCC(C)C)(=O)Cl (isobutyl chlorocarbonate), anhydride, C(C)(=O)SCCC(=O)N1[C@H](SC[C@H]1C(=O)O)C1=C(C=CC=C1)O ((2R,4R)-3-(S-acetyl-3-mercaptopropanoyl)-2-(2-hydroxyphenyl)-4-thiazolidinecarboxylic acid), CN1CCOCC1 (N-methylmorpholine), N1[C@H](C(=O)O)CCC1 (L-proline). The solvent is C1CCOC1 (THF), C1CCOC1 (THF), C(C)N(CC)CC (triethylamine). Yields the product C(C)(=O)SCCC(=O)N1[C@H](SC[C@H]1C(=O)N1[C@H](C(=O)O)CCC1)C1=C(C=CC=C1)O ((2S)-N-[(2R,4R)-[3-(S-Acetyl-3-mercaptopropanoyl)-2-(2- hydroxyphenyl)-4-thiazolidinyl]carbonyl]proline). Isolated yield 66.2%. Reaction SMILES: [C:1]([S:4][CH2:5][CH2:6][C:7]([N:9]1[C@H:13]([C:14]([OH:16])=O)[CH2:12][S:11][C@@H:10]1[C:17]1[CH:22]=[CH:21][CH:20]=[CH:19][C:18]=1[OH:23])=[O:8])(=[O:3])[CH3:2].CN1CCOCC1.C(Cl)(=O)OCC(C)C.[NH:39]1[CH2:46][CH2:45][CH2:44][C@H:40]1[C:41]([OH:43])=[O:42]>C1COCC1.C(N(CC)CC)C>[C:1]([S:4][CH2:5][CH2:6][C:7]([N:9]1[C@H:13]([C:14]([N:39]2[CH2:46][CH2:45][CH2:44][C@H:40]2[C:41]([OH:43])=[O:42])=[O:16])[CH2:12][S:11][C@@H:10]1[C:17]1[CH:22]=[CH:21][CH:20]=[CH:19][C:18]=1[OH:23])=[O:8])(=[O:3])[CH3:2]. Procedure: The suspension of mixed anhydride in THF is prepared by using 1.78 g of (2R,4R)-3-(S-acetyl-3-mercaptopropanoyl)-2-(2-hydroxyphenyl)-4-thiazolidinecarboxylic acid, 0.51 g of N-methylmorpholine and 0.68 g of isobutyl chlorocarbonate. To the suspension the solution of 1.0 g of L-proline and 1.0 g of triethylamine dissolved in aqueous THF is added, and treated in the same manner as Example 1 to give 1.5 g (68%) of the titled compound. Reactants: CCCO, CN(C)CCN, N#N, COC(=O)c1cccc2cc3ccccc3nc12. Product: CN(C)CCNC(=O)c1cccc2cc3ccccc3nc12. As a reaction SMILES: [CH2:27]([OH:28])[CH2:29][CH3:30].[CH3:19][N:20]([CH2:21][CH2:22][NH2:23])[CH3:24].[N:25]#[N:26].[cH:1]1[cH:2][cH:3][c:4]([C:15]([O:17][CH3:16])=[O:18])[c:5]2[n:6][c:7]3[cH:8][cH:9][cH:10][cH:11][c:12]3[cH:13][c:14]12>>[cH:1]1[cH:2][cH:3][c:4]([C:15](=[O:17])[NH:23][CH2:22][CH2:21][N:20]([CH3:19])[CH3:24])[c:5]2[n:6][c:7]3[cH:8][cH:9][cH:10][cH:11][c:12]3[cH:13][c:14]12. Starting materials: C(C)(C)(C)[Si](O[C@H](C)[C@H]1C(N[C@@H]1[C@@H](C)C(=S)SC1=CC=CC=C1)=O)(C)C ((3S,4S)-3-[(1R)-1-(tertbutyldimethylsilyloxy)ethyl] -4-[(1R)-1-{(phenylthio)thiocarbonyl}ethyl]-2-oxoazetidine), N1=CC=CC=C1 (pyridine), ClC(C(=O)OCC=C)=O (allyl chloroglyoxylate), N1=CC=CC=C1 (pyridine), ClC(C(=O)OCC=C)=O (allyl chloroglyoxylate). The solvent is ClCCl (dichloromethane). Run at time 2 hour. Product: C(C=C)OC(C(=O)N1C([C@@H]([C@H]1[C@@H](C)C(=S)SC1=CC=CC=C1)[C@@H](C)O[Si](C)(C)C(C)(C)C)=O)=O ((3S,4S)-1-(allyloxyoxalyl)-3-[(1R)-1-(tert-butyldimethylsilyloxy)ethyl]-4-[(1R)-1-{(phenylthio)thiocarbonyl}ethyl]-2-oxoazetidine). RXN SMILES: [C:1]([Si:5]([CH3:26])([CH3:25])[O:6][C@@H:7]([C@@H:9]1[C@@H:12]([C@H:13]([C:15]([S:17][C:18]2[CH:23]=[CH:22][CH:21]=[CH:20][CH:19]=2)=[S:16])[CH3:14])[NH:11][C:10]1=[O:24])[CH3:8])([CH3:4])([CH3:3])[CH3:2].N1C=CC=CC=1.Cl[C:34](=[O:41])[C:35]([O:37][CH2:38][CH:39]=[CH2:40])=[O:36]>ClCCl>[CH2:38]([O:37][C:35](=[O:36])[C:34]([N:11]1[C@H:12]([C@H:13]([C:15]([S:17][C:18]2[CH:23]=[CH:22][CH:21]=[CH:20][CH:19]=2)=[S:16])[CH3:14])[C@@H:9]([C@H:7]([O:6][Si:5]([C:1]([CH3:4])([CH3:2])[CH3:3])([CH3:26])[CH3:25])[CH3:8])[C:10]1=[O:24])=[O:41])[CH:39]=[CH2:40]. Procedure details: To a mixture of (3S,4S)-3-[(1R)-1-(tertbutyldimethylsilyloxy)ethyl] -4-[(1R)-1-{(phenylthio)thiocarbonyl}ethyl]-2-oxoazetidine (5.12 g) in dichloromethane (50 ml) were added pyridine (1.8 ml) and allyl chloroglyoxylate (2.3 ml) successively at 0° C. After stirring for 2 hours at the same temperature, to the solution were added pyridine (0.9 ml) and allyl chloroglyoxylate (0.75 ml). After stirring for 1 hour at 0° C., the solution was washed with water, 1N hydrochloric acid and brine, and dried. ... Starting materials: N1=CC=C(C=C1)B(O)O (pyridin-4-ylboronic acid), C(=O)([O-])[O-].[Na+].[Na+] (Na2CO3), FC(S(=O)(=O)OC1=C(C(OC12CC2)=O)C2=CC=C(C=C2)OCC2=NC1=CC=CC=C1C=C2)(F)F (5-oxo-6-(4-(quinolin-2-ylmethoxy)phenyl)-4-oxaspiro[2.4]hept-6-en-7-yl trifluoromethanesulfonate). The reagents and catalysts are C=1C=CC(=CC1)[P](C=2C=CC=CC2)(C=3C=CC=CC3)[Pd]([P](C=4C=CC=CC4)(C=5C=CC=CC5)C=6C=CC=CC6)([P](C=7C=CC=CC7)(C=8C=CC=CC8)C=9C=CC=CC9)[P](C=1C=CC=CC1)(C=1C=CC=CC1)C=1C=CC=CC1 (Pd(PPh3)4). The solvent is O (water), O (water), O1CCOCC1 (1,4-dioxane). Reaction conditions: time 30 minute. Yields the product N1=CC=C(C=C1)C1=C(C(OC12CC2)=O)C2=CC=C(C=C2)OCC2=NC1=CC=CC=C1C=C2 (7-(pyridin-4-yl)-6-(4-(quinolin-2-ylmethoxy)phenyl)-4-oxaspiro[2.4]hept-6-en-5-one). Isolated yield 17.8%. As a reaction SMILES: FC(F)(F)S(O[C:7]1[C:11]2([CH2:13][CH2:12]2)[O:10][C:9](=[O:14])[C:8]=1[C:15]1[CH:20]=[CH:19][C:18]([O:21][CH2:22][C:23]2[CH:32]=[CH:31][C:30]3[C:25](=[CH:26][CH:27]=[CH:28][CH:29]=3)[N:24]=2)=[CH:17][CH:16]=1)(=O)=O.[N:35]1[CH:40]=[CH:39][C:38](B(O)O)=[CH:37][CH:36]=1.C([O-])([O-])=O.[Na+].[Na+]>O1CCOCC1.O.C1C=CC([P]([Pd]([P](C2C=CC=CC=2)(C2C=CC=CC=2)C2C=CC=CC=2)([P](C2C=CC=CC=2)(C2C=CC=CC=2)C2C=CC=CC=2)[P](C2C=CC=CC=2)(C2C=CC=CC=2)C2C=CC=CC=2)(C2C=CC=CC=2)C2C=CC=CC=2)=CC=1>[N:35]1[CH:40]=[CH:39][C:38]([C:7]2[C:11]3([CH2:12][CH2:13]3)[O:10][C:9](=[O:14])[C:8]=2[C:15]2[CH:20]=[CH:19][C:18]([O:21][CH2:22][C:23]3[CH:32]=[CH:31][C:30]4[C:25](=[CH:26][CH:27]=[CH:28][CH:29]=4)[N:24]=3)=[CH:17][CH:16]=2)=[CH:37][CH:36]=1 |f:2.3.4,^1:60,62,81,100|. Procedure: To a room temperature, stirred solution of 5-oxo-6-(4-(quinolin-2-ylmethoxy)phenyl)-4-oxaspiro[2.4]hept-6-en-7-yl trifluoromethanesulfonate (200 mg, 0.4 mmol) in 1,4-dioxane (10 mL) were added pyridin-4-ylboronic acid (74 mg, 0.6 mmol), Na2CO3 (102 mg, 1.2 mmol) and water (4 mL) under an inert atmosphere. The mixture was stirred for 30 minutes and then Pd(PPh3)4 (46 mg, 0.04 mmol) was added and the mixture refluxed for 16 h. The reaction mixture was then diluted with water and extracted with EtO...